From a dataset of the Open Reaction Database (ORD), a public repository of structured organic reaction records. describe an organic reaction: reactants, conditions, products, and yield The reactants are C(C)[Mg]Br (ethylmagnesium bromide), FC=1C=C(OC2(C=3N(CCC2)C(=NN3)C3=CC(=C(C=C3)C3=CN=C(O3)C)OC)C(=O)OCC)C=CC1F (ethyl 8-(3,4-difluorophenoxy)-3-[3-methoxy-4-(2-methyl-1,3-oxazol-5-yl)phenyl]-5,6,7,8-tetrahydro[1,2,4]triazolo[4,3-a]pyridine-8-carboxylate), C1CCOC1 (THF), [Cl-].[NH4+] (ammonium chloride). Yields the product FC=1C=C(OC2(C=3N(CCC2)C(=NN3)C3=CC(=C(C=C3)C3=CN=C(O3)C)OC)C(CC)(CC)O)C=CC1F (3-{8-(3,4-difluorophenoxy)-3-[3-methoxy-4-(2-methyl-1,3-oxazol-5-yl)phenyl]-5,6,7,8-tetrahydro[1,2,4]triazolo[4,3-a]pyridin-8-yl}pentan-3-ol). Reaction SMILES: [CH2:1]([Mg]Br)[CH3:2].[F:5][C:6]1[CH:7]=[C:8]([CH:38]=[CH:39][C:40]=1[F:41])[O:9][C:10]1([C:33](OCC)=[O:34])[CH2:15][CH2:14][CH2:13][N:12]2[C:16]([C:19]3[CH:24]=[CH:23][C:22]([C:25]4[O:29][C:28]([CH3:30])=[N:27][CH:26]=4)=[C:21]([O:31][CH3:32])[CH:20]=3)=[N:17][N:18]=[C:11]12.[Cl-].[NH4+].[CH2:44]1COC[CH2:45]1>>[F:5][C:6]1[CH:7]=[C:8]([CH:38]=[CH:39][C:40]=1[F:41])[O:9][C:10]1([C:33]([OH:34])([CH2:1][CH3:2])[CH2:44][CH3:45])[CH2:15][CH2:14][CH2:13][N:12]2[C:16]([C:19]3[CH:24]=[CH:23][C:22]([C:25]4[O:29][C:28]([CH3:30])=[N:27][CH:26]=4)=[C:21]([O:31][CH3:32])[CH:20]=3)=[N:17][N:18]=[C:11]12 |f:2.3|. Reported procedure: Under an argon atmosphere, ethylmagnesium bromide (1M THF solution, 11.8 mL) was added to a suspension of ethyl 8-(3,4-difluorophenoxy)-3-[3-methoxy-4-(2-methyl-1,3-oxazol-5-yl)phenyl]-5,6,7,8-tetrahydro[1,2,4]triazolo[4,3-a]pyridine-8-carboxylate (1200 mg) in THF (12 mL) under ice-cooling. The reaction mixture was stirred under ice-cooling for 1 hr, saturated aqueous ammonium chloride solution was added, and the mixture was extracted with ethyl acetate. The extract was washed with water and sat... The reactants are NC1=C(C=C(C=C1)SC#N)N (1,2-diamino-4-thiocyanatobenzene), COC(=O)N=C=S (methoxy carbonyl isothiocyanate). The solvent is CC(=O)C (acetone). Yields the product COC(=O)NC(NC1=C(C=C(C=C1)SC#N)NC(=S)NC(=O)OC)=S (1,2-bis-(3-methoxycarbonyl-2-thioureido)-4-thiocyanatobenzene). As a reaction SMILES: [NH2:1][C:2]1[CH:7]=[CH:6][C:5]([S:8][C:9]#[N:10])=[CH:4][C:3]=1[NH2:11].[CH3:12][O:13][C:14]([N:16]=[C:17]=[S:18])=[O:15]>CC(C)=O>[CH3:12][O:13][C:14]([NH:16][C:17](=[S:18])[NH:1][C:2]1[CH:7]=[CH:6][C:5]([S:8][C:9]#[N:10])=[CH:4][C:3]=1[NH:11][C:17]([NH:16][C:14]([O:13][CH3:12])=[O:15])=[S:18])=[O:15]. Reported procedure: 2.6 G. 1,2-diamino-4-thiocyanatobenzene in 48 ml. acetone is treated overnight with 8 g. methoxy carbonyl isothiocyanate at room temperature. The solution is concentrated and the residue triturated with methanol and recrystallized from methanol-chloroform, yielding pure 1,2-bis-(3-methoxycarbonyl-2-thioureido)-4-thiocyanatobenzene. The reactants are O (water), C(CC(C)C)ON=O (isoamylnitrite), Cl (HCl), CC1OC2=C(C(C1)=O)C=CC=C2 (2,3-dihydro-2-methyl-4H-1-benzopyran-4-one). Run in C(C)O (ethanol), C(Cl)(Cl)Cl (chloroform). Reaction conditions: time 2 hour. Product: OC1=C(OC2=C(C1=O)C=CC=C2)C (3-hydroxy-2-methyl-4H-1-benzopyran-4-one). The yield is 51.0%. Reaction SMILES: [CH3:1][CH:2]1[CH2:7][C:6](=[O:8])[C:5]2[CH:9]=[CH:10][CH:11]=[CH:12][C:4]=2[O:3]1.C([O:18]N=O)CC(C)C.Cl.O>C(O)C.C(Cl)(Cl)Cl>[OH:18][C:7]1[C:6](=[O:8])[C:5]2[CH:9]=[CH:10][CH:11]=[CH:12][C:4]=2[O:3][C:2]=1[CH3:1]. Procedure: 2,3-dihydro-2-methyl-4H-1-benzopyran-4-one (1.62 g) is dissolved in ethanol 95% (50 ml) and the solution is refluxed under stirring. In 10-15 minutes isoamylnitrite (8 ml) and concentrated HCl (40 ml) are added drop by drop. Heating and stirring are stopped, and the resulting mixture is allowed to stand ca. 2 hours. Then water (200 ml) is added until precipitation of a white solid. The solvent is evaporated, obtaining a solid product which is dissolved in a little volume of chloroform and purifi...